Dataset: the Open Reaction Database (ORD), a public repository of structured organic reaction records. Task: describe an organic reaction: reactants, conditions, products, and yield Starting materials: C=1C=CC2=C(C1)N=NN2O (HOBt), C(C1=CC=CC=C1)OC(=O)N[C@@H](C(C)C)C(=O)N[C@@H](CCCCNC(=O)OC(C)(C)C)C(=O)N (Benzyloxycarbonyl-L-valyl-Nε -t-butyloxycarbonyl-L-lysinamide), CCN(C(C)C)C(C)C (DIEA), peptide, C[C@@H](C(=O)OC1=CC=C(C=C1)[N+](=O)[O-])NC(=O)OCC2=CC=CC=C2 (Z-L-Ala-ONp), C(C1=CC=CC=C1)OC(=O)N[C@@H](C(C)C)C(=O)N[C@@H](CCCCNC(=O)OC(C)(C)C)C(=O)N (Benzyloxycarbonyl-L-valyl-Nε -t-butyloxycarbonyl-L-lysinamide). Solvent: CN(C)C=O (DMF). Product: C(C1=CC=CC=C1)OC(=O)N[C@@H](C)C(=O)N[C@@H](C(C)C)C(=O)N[C@@H](CCCCNC(=O)OC(C)(C)C)C(=O)N (Benzyloxycarbonyl-L-alanyl-L-valyl-Nε -t-butyloxycarbonyl-L-lysinamide). RXN SMILES: C(OC([NH:11][C@H:12]([C:16]([NH:18][C@H:19]([C:32]([NH2:34])=[O:33])[CH2:20][CH2:21][CH2:22][CH2:23][NH:24][C:25]([O:27][C:28]([CH3:31])([CH3:30])[CH3:29])=[O:26])=[O:17])[CH:13]([CH3:15])[CH3:14])=O)C1C=CC=CC=1.[CH3:35][C@H:36]([NH:49][C:50]([O:52][CH2:53][C:54]1[CH:59]=[CH:58][CH:57]=[CH:56][CH:55]=1)=[O:51])[C:37]([O:39]C1C=CC([N+]([O-])=O)=CC=1)=O.CCN(C(C)C)C(C)C.C1C=CC2N(O)N=NC=2C=1>CN(C=O)C>[CH2:53]([O:52][C:50]([NH:49][C@H:36]([C:37]([NH:11][C@H:12]([C:16]([NH:18][C@H:19]([C:32]([NH2:34])=[O:33])[CH2:20][CH2:21][CH2:22][CH2:23][NH:24][C:25]([O:27][C:28]([CH3:30])([CH3:29])[CH3:31])=[O:26])=[O:17])[CH:13]([CH3:14])[CH3:15])=[O:39])[CH3:35])=[O:51])[C:54]1[CH:55]=[CH:56][CH:57]=[CH:58][CH:59]=1. Procedure details: A sample of compound XV (4.3 g, 9 mmole) was hydrogenated as described in the previous paragraph and the partially deblocked peptide (RfC, 0.60) was acylated with Z-L-Ala-ONp (3.47 g, 10 mmole, Bachem) in the presence of DIEA (3.2 ml, 20 mmole) and HOBt (1.3 g, 9 mmole). The product isolated as described for XV weighed 4.2 g (85%) m.p. 214°-217° C., [α]D24 -9.5° (c 0.8, DMF); RfB, 0.48; RfI, 0.33. Reactants: CNCC1COC2=C(O1)C=CC(=C2)O (N-Methyl-2,3-dihydro-6-hydroxy-1,4-benzodioxin-2-methanamine), [I-].[Na+] (sodium iodide), ClCCCOC1=CC=C2C=CC(OC2=C1)=O (7-(3-chloropropoxy)coumarin), C(C)(C)N(CC)C(C)C (diisopropylethylamine). Solvent: CN(C)C=O (DMF). Run at temperature 96 celsius. Yields the product OC1=CC2=C(OC(CO2)CN(CCCOC2=CC3=C(C=CC(O3)=O)C=C2)C)C=C1 (7-[3-[[(2.3-Dihydro-6-hydroxy-1,4-benzodioxin-2-yl)methyl]methylamino]propoxy]-2H-1-benzopyran-2-one). Yield: 24.9%. Reaction SMILES: [CH3:1][NH:2][CH2:3][CH:4]1[O:9][C:8]2[CH:10]=[CH:11][C:12]([OH:14])=[CH:13][C:7]=2[O:6][CH2:5]1.Cl[CH2:16][CH2:17][CH2:18][O:19][C:20]1[CH:29]=[C:28]2[C:23]([CH:24]=[CH:25][C:26](=[O:30])[O:27]2)=[CH:22][CH:21]=1.C(N(C(C)C)CC)(C)C.[I-].[Na+]>CN(C=O)C>[OH:14][C:12]1[CH:11]=[CH:10][C:8]2[O:9][CH:4]([CH2:3][N:2]([CH3:1])[CH2:16][CH2:17][CH2:18][O:19][C:20]3[CH:21]=[CH:22][C:23]4[CH:24]=[CH:25][C:26](=[O:30])[O:27][C:28]=4[CH:29]=3)[CH2:5][O:6][C:7]=2[CH:13]=1 |f:3.4|. Procedure: N-Methyl-2,3-dihydro-6-hydroxy-1,4-benzodioxin-2-methanamine (3.68 g, 17.3 mmole), 7-(3-chloropropoxy)coumarin (4.15 g, 17.4 mmole), diisopropylethylamine (4.4 ml, 25.3 mmole) and sodium iodide (2.59 g, 17.3 mmole) were combined in 75 ml of DMF and heated at 96° C. for 26 hours under a nitrogen atmosphere. The solvent was then removed in vacuum and the residue was column chromatographed on silica gel using first 1% methanol/dichloromethane, then 2% methanol/dichloromethane as eluant. The product... Yields the product C(C1=CC=CC=C1)OC(CC1=CC=C(C=C1)Br)=O ((4-bromo-phenyl) acetic acid benzyl ester). The reactants are BrC1=CC=C(C=C1)CC(=O)O (4-bromophenyl acetic acid), C(=O)([O-])[O-].[Cs+].[Cs+] (Cs2CO3), C(C1=CC=CC=C1)Br (benzyl bromide). Run at time 8 hour. Procedure details: To a stirred solution of 4-bromophenyl acetic acid (7.5 g, 35.0 mmol) in DMF (60 mL) at rt were added Cs2CO3 (12.41 g, 38.15 mmol) and benzyl bromide (6.77 g, 39.6 mmol). The reaction mixture was stirred overnight at room temperature, and then at 100° C. for 1 h and cooled to rt. The solvent was removed under reduced pressure and poured into cold 1 N HCl (50 mL). The mixture was extracted with ethyl acetate (2×100 mL) and the combined organic layers were washed with brine, dried over Na2SO4, fil... As a reaction SMILES: [Br:1][C:2]1[CH:7]=[CH:6][C:5]([CH2:8][C:9]([OH:11])=[O:10])=[CH:4][CH:3]=1.C([O-])([O-])=O.[Cs+].[Cs+].[CH2:18](Br)[C:19]1[CH:24]=[CH:23][CH:22]=[CH:21][CH:20]=1>CN(C=O)C>[CH2:18]([O:10][C:9](=[O:11])[CH2:8][C:5]1[CH:4]=[CH:3][C:2]([Br:1])=[CH:7][CH:6]=1)[C:19]1[CH:24]=[CH:23][CH:22]=[CH:21][CH:20]=1 |f:1.2.3|. Run in CN(C)C=O (DMF). The reactants are CS(C)=O, O=C(Nc1nnn[nH]1)c1cncc(Cl)n1, Cc1ccccc1N, O. Product: Cc1ccccc1Nc1cncc(C(=O)Nc2nnn[nH]2)n1. Reaction SMILES: [CH3:25][S:26]([CH3:27])=[O:28].[Cl:1][c:2]1[cH:3][n:4][cH:5][c:6]([C:8](=[O:9])[NH:10][c:11]2[n:12][n:13][n:14][nH:15]2)[n:7]1.[NH2:17][c:18]1[c:19]([CH3:24])[cH:20][cH:21][cH:22][cH:23]1.[OH2:16]>>[c:2]1([NH:17][c:18]2[c:19]([CH3:24])[cH:20][cH:21][cH:22][cH:23]2)[cH:3][n:4][cH:5][c:6]([C:8](=[O:9])[NH:10][c:11]2[n:12][n:13][n:14][nH:15]2)[n:7]1. Reported procedure: In acetonitrile (2 ml) was dissolved 4-O-(chloroacetylcarbamoyl)-2-(1,2-epoxy-1,5-dimethyl-4-h-exenyl)-3-methoxy-1-methylthiomethyl-1,4-cyclohexanediol (500 mg). To the solution was added methyl iodide (0.82 ml), and the mixture was stirred for 8 hours. The solvent was distilled off under reduced pressure. The residue was pulverized by the addition of ether to afford 4-O-(N-chloroacetylcarbamoyl)- 2-(1,2-epoxy-1,5-dimethyl-4-hexenyl)-3-methoxy-1-dimethylsulfoniomethyl-1,4-cyclohexanediol iodide ... Isolated yield 100.0%. The reactants are ClCC(=O)NC(=O)OC1C(C(C(CC1)(O)CSC)C1(C(CC=C(C)C)O1)C)OC (4-O-(chloroacetylcarbamoyl)-2-(1,2-epoxy-1,5-dimethyl-4-h-exenyl)-3-methoxy-1-methylthiomethyl-1,4-cyclohexanediol), CI (methyl iodide). The product is [I-].ClCC(=O)NC(=O)OC1C(C(C(CC1)(O)C[S+](C)C)C1(C(CC=C(C)C)O1)C)OC (4-O-(N-chloroacetylcarbamoyl)- 2-(1,2-epoxy-1,5-dimethyl-4-hexenyl)-3-methoxy-1-dimethylsulfoniomethyl-1,4-cyclohexanediol iodide). Conditions: time 8 hour. Run in C(C)#N (acetonitrile). As a reaction SMILES: [Cl:1][CH2:2][C:3]([NH:5][C:6]([O:8][CH:9]1[CH2:14][CH2:13][C:12]([CH2:16][S:17][CH3:18])([OH:15])[CH:11]([C:19]2([CH3:27])[O:26][CH:20]2[CH2:21][CH:22]=[C:23]([CH3:25])[CH3:24])[CH:10]1[O:28][CH3:29])=[O:7])=[O:4].[CH3:30][I:31]>C(#N)C>[I-:31].[Cl:1][CH2:2][C:3]([NH:5][C:6]([O:8][CH:9]1[CH2:14][CH2:13][C:12]([CH2:16][S+:17]([CH3:30])[CH3:18])([OH:15])[CH:11]([C:19]2([CH3:27])[O:26][CH:20]2[CH2:21][CH:22]=[C:23]([CH3:24])[CH3:25])[CH:10]1[O:28][CH3:29])=[O:7])=[O:4] |f:3.4|.